Dataset: the Open Reaction Database (ORD), a public repository of structured organic reaction records. Task: describe an organic reaction: reactants, conditions, products, and yield Reported procedure: A solution of 3,4-(methylenedioxy)phenylacetic acid (28.0 g, 155 mmol), catalytic TsOH, and MeOH (125 mL) was stirred over 60 h. Saturated aqueous NaHCO3 was added and the product was extracted into CH2 Cl2. The organic solution was dried (MgSO4), filtered, and concentrated. Distillation (120 -1° C., 1 mmHg) provided the title compound as a clear and colorless oil (27.6 g). 1H NMR (250 MHz, CDCl3): δ6.74 (m, 3H), 5.94 (s, 2H), 3.69 (s, 3H), 3.54 (s, 2H). The reactants are C1OC2=C(O1)C=C(C=C2)CC(=O)O (3,4-(methylenedioxy)phenylacetic acid), CC=1C=CC(=CC1)S(=O)(=O)O (TsOH), C(=O)(O)[O-].[Na+] (NaHCO3). Run in CO (MeOH). Yields the product COC(CC1=CC2=C(OCO2)C=C1)=O (1,3-Benzodioxol-5-yl-acetic acid methyl ester), oil. Reaction SMILES: [CH2:1]1[O:5][C:4]2[CH:6]=[C:7]([CH2:10][C:11]([OH:13])=[O:12])[CH:8]=[CH:9][C:3]=2[O:2]1.[CH3:14]C1C=CC(S(O)(=O)=O)=CC=1.C([O-])(O)=O.[Na+]>CO>[CH3:14][O:12][C:11](=[O:13])[CH2:10][C:7]1[CH:8]=[CH:9][C:3]2[O:2][CH2:1][O:5][C:4]=2[CH:6]=1 |f:2.3|. The reactants are COc1ccc(S(=O)(=O)[O-])c(OC)c1-c1ccccc1P(C1CCCCC1)C1CCCCC1, Cc1cc(O)cc(C)c1Cl, [K+], [K+], [Na+], O=C([O-])[O-], CC(=O)[O-], CC(=O)[O-], O, [Pd+2], OB(O)c1cccc2c1Oc1ccccc1S2. Product: Cc1cc(O)cc(C)c1-c1cccc2c1Oc1ccccc1S2. Reaction SMILES: [CH:28]1([P:29]([CH:30]2[CH2:31][CH2:32][CH2:33][CH2:34][CH2:35]2)[c:36]2[cH:37][cH:38][cH:39][cH:40][c:41]2-[c:42]2[c:43]([O:44][CH3:45])[cH:46][cH:47][c:48]([S:49]([O-:50])(=[O:51])=[O:52])[c:53]2[O:54][CH3:55])[CH2:56][CH2:57][CH2:58][CH2:59][CH2:60]1.[Cl:1][c:2]1[c:3]([CH3:10])[cH:4][c:5]([OH:9])[cH:6][c:7]1[CH3:8].[K+:62].[K+:63].[Na+:61].[O-:64][C:65]([O-:66])=[O:67].[O-:69][C:70]([CH3:71])=[O:72].[O-:73][C:74]([CH3:75])=[O:76].[OH2:77].[Pd+2:68].[cH:11]1[cH:12][cH:13][c:14]([B:25]([OH:26])[OH:27])[c:15]2[c:24]1[S:23][c:22]1[c:17]([cH:18][cH:19][cH:20][cH:21]1)[O:16]2>>[c:2]1(-[c:14]2[cH:13][cH:12][cH:11][c:24]3[c:15]2[O:16][c:17]2[cH:18][cH:19][cH:20][cH:21][c:22]2[S:23]3)[c:3]([CH3:10])[cH:4][c:5]([OH:9])[cH:6][c:7]1[CH3:8]. Reactants: C(C1=CC=CC=C1)OC1=C2CCC(C2=CC=C1OC)=O (4-benzoxy-5-methoxyindan-1-one), CC1=CC=C(C=C1)N=CC=1C(=CC2=C(OCO2)C1)N (6[[(4-methylphenyl)imino]methyl]-1,3-benzodioxol-5-amine). The product is COC1=C(C=2CC=3C(=NC=4C=C5C(=CC4C3)OCO5)C2C=C1)O (8-methoxy-9-hydroxy-10H-1,3-dioxolo[4,5-g]indeno[1,2-b]quinoline). Yield: 50.1%. RXN SMILES: C([O:8][C:9]1[C:17]([O:18][CH3:19])=[CH:16][CH:15]=[C:14]2[C:10]=1[CH2:11][CH2:12][C:13]2=O)C1C=CC=CC=1.CC1C=CC(N=[CH:29][C:30]2[C:31]([NH2:39])=[CH:32][C:33]3[O:37][CH2:36][O:35][C:34]=3[CH:38]=2)=CC=1>>[CH3:19][O:18][C:17]1[CH:16]=[CH:15][C:14]2[C:13]3=[N:39][C:31]4[CH:32]=[C:33]5[O:37][CH2:36][O:35][C:34]5=[CH:38][C:30]=4[CH:29]=[C:12]3[CH2:11][C:10]=2[C:9]=1[OH:8]. Procedure: Using the procedure of Example 1, 4-benzoxy-5-methoxyindan-1-one (mg, 2 mmol) is reacted with 6[[(4-methylphenyl)imino]methyl]-1,3-benzodioxol-5-amine (510 mg, 2 mmol) to yields 8-methoxy-9-hydroxy-10H-1,3-dioxolo[4,5-g]indeno[1,2-b]quinoline (308 mg, 38.7% of theory) which is used as a starting material for part (B). The reactants are CC(C)(C)CCN, CN(C(=O)Oc1ccc(C(=O)ON2C(=O)CCC2=O)cc1)c1ccccc1. The product is CN(C(=O)Oc1ccc(C(=O)NCCC(C)(C)C)cc1)c1ccccc1. Reaction SMILES: [CH3:28][C:29]([CH2:30][CH2:31][NH2:32])([CH3:33])[CH3:34].[O:1]=[C:2]1[CH2:3][CH2:4][C:5](=[O:6])[N:7]1[O:8][C:9]([c:10]1[cH:11][cH:12][c:13]([O:16][C:17]([N:18]([c:19]2[cH:20][cH:21][cH:22][cH:23][cH:24]2)[CH3:25])=[O:26])[cH:14][cH:15]1)=[O:27]>>[C:9]([c:10]1[cH:11][cH:12][c:13]([O:16][C:17]([N:18]([c:19]2[cH:20][cH:21][cH:22][cH:23][cH:24]2)[CH3:25])=[O:26])[cH:14][cH:15]1)(=[O:27])[NH:32][CH2:31][CH2:30][C:29]([CH3:28])([CH3:33])[CH3:34].